This data is from the Open Reaction Database (ORD), a public repository of structured organic reaction records. The task is: describe an organic reaction: reactants, conditions, products, and yield The reactants are FC(C(=O)O)(F)F.NC1CCN(CC1)CCN1C(OCC2=C1C=C(C=C2)OC)=O (1-[2-(4-Aminopiperidin-1-yl)ethyl]-7-methoxy-1,4-dihydro-2H-3,1-benzoxazin-2-one trifluoro acetate), COC1=CC=C2C(N(C(N(C2=C1)CCN1CCC(CC1)NC(OC(C)(C)C)=O)=O)C)=O (tert-Butyl {1-[2-(7-methoxy-3-methyl-2,4-dioxo-3,4-dihydroquinazolin-1(2H)-yl)ethyl]piperidin-4-yl}carbamate), COC1=CC=C2C(N(C(N(C2=C1)CCN1CCC(CC1)NC(OC(C)(C)C)=O)=O)C)=O (tert-Butyl {1-[2-(7-methoxy-3-methyl-2,4-dioxo-3,4-dihydroquinazolin-1(2H)-yl)ethyl]piperidin-4-yl}carbamate). The product is trifluoro acetate, NC1CC(N(CC1)CCN1C(N(C(C2=CC=C(C=C12)OC)=O)C)=O)=O (1-[2-(4-Amino-2-oxopiperidin-1-yl)ethyl]-7-methoxy-3-methylquinazoline-2,4(1H,3H)-dione). Reaction SMILES: [CH3:1][O:2][C:3]1[CH:12]=[C:11]2[C:6]([C:7](=[O:31])[N:8]([CH3:30])[C:9](=[O:29])[N:10]2[CH2:13][CH2:14][N:15]2[CH2:20][CH2:19][CH:18]([NH:21]C(=O)OC(C)(C)C)[CH2:17][CH2:16]2)=[CH:5][CH:4]=1.FC(F)(F)C(O)=[O:35].NC1CCN(CCN2C3C=C(OC)C=CC=3COC2=O)CC1>>[NH2:21][CH:18]1[CH2:19][CH2:20][N:15]([CH2:14][CH2:13][N:10]2[C:11]3[C:6](=[CH:5][CH:4]=[C:3]([O:2][CH3:1])[CH:12]=3)[C:7](=[O:31])[N:8]([CH3:30])[C:9]2=[O:29])[C:16](=[O:35])[CH2:17]1 |f:1.2|. Procedure: tert-Butyl {1-[2-(7-methoxy-3-methyl-2,4-dioxo-3,4-dihydroquinazolin-1(2H)-yl)ethyl]piperidin-4-yl}carbamate (Intermediate 111, 350 mg, 0.83 mmol) was reacted as described for Intermediate 106. The crude trifluoro acetate of the title compound was obtained as a black oil, 395 mg. (quantitative), and used without further purification for the next step. The reactants are O=C(O)c1cc(Cl)ccc1Br, O=C(Cl)C(=O)Cl, ClCCl, CN(C)C=O. The product is O=C(Cl)c1cc(Cl)ccc1Br. RXN SMILES: [Br:1][c:2]1[c:3]([C:4](=[O:5])[OH:6])[cH:7][c:8]([Cl:11])[cH:9][cH:10]1.[Cl:17][C:18]([C:19]([Cl:20])=[O:21])=[O:22].[Cl:23][CH2:24][Cl:25].[O:12]=[CH:13][N:14]([CH3:15])[CH3:16]>>[Br:1][c:2]1[c:3]([C:4](=[O:5])[Cl:17])[cH:7][c:8]([Cl:11])[cH:9][cH:10]1. Starting materials: [H-].[Na+] (sodium hydride), ClC1=CC=C(C=C1)[C@H](C(O)N1N=CN=C1)[C@@H]([C@H](C)OS(=O)(=O)C)C ((2R*,3S*,4S*)-2-(4-chlorophenyl)-3-methyl-4-methanesulfonyloxy-1-(1H-1,2,4-triazol-1-yl)pentanol). Solvent: CN(C=O)C (dimethylformamide). Run at time 1.5 hour. Yields the product ClC1=CC=C(C=C1)[C@@]1(O[C@H]([C@@H]1C)C)CN1N=CN=C1 ((2R*,3S*,4S*)-2-(4-Chlorophenyl)-3,4-dimethyl-2-[(1H-1,2,4-triazol-1-yl)methyl]oxetane). Isolated yield 19.7%. Reaction SMILES: [H-].[Na+].[Cl:3][C:4]1[CH:9]=[CH:8][C:7]([C@@H:10]([C@H:18]([CH3:26])[C@@H:19]([O:21]S(C)(=O)=O)[CH3:20])[CH:11]([N:13]2[CH:17]=[N:16][CH:15]=[N:14]2)O)=[CH:6][CH:5]=1>CN(C)C=O>[Cl:3][C:4]1[CH:9]=[CH:8][C:7]([C@@:10]2([CH2:11][N:13]3[CH:17]=[N:16][CH:15]=[N:14]3)[C@@H:18]([CH3:26])[C@H:19]([CH3:20])[O:21]2)=[CH:6][CH:5]=1 |f:0.1|. Procedure: 28 mg (1.003 mmole) of sodium hydride (as a 60% w/w dispersion in mineral oil) was added, whilst ice-cooling, to a solution of 200 mg (0.59 mmole) of (2R*,3S*,4S*)-2-(4-chlorophenyl)-3-methyl-4-methanesulfonyloxy-1-(1H-1,2,4-triazol-1-yl)pentanol in 5 ml of dimethylformamide, and the resulting mixture was stirred for 1.5 hours. At the end of this time, the reaction mixture was treated in a similar manner to that described in Example 60, to afford 32.3 mg (yield 19.7%) of the title compound as an... Starting materials: NS(=O)(=O)c1ccc(Br)cc1, OB(O)c1ccccc1-c1ccc(F)cc1. The product is NS(=O)(=O)c1ccc(-c2ccccc2-c2ccc(F)cc2)cc1. As a reaction SMILES: [Br:17][c:18]1[cH:19][cH:20][c:21]([S:24](=[O:25])(=[O:26])[NH2:27])[cH:22][cH:23]1.[F:1][c:2]1[cH:3][cH:4][c:5](-[c:8]2[c:9]([B:14]([OH:15])[OH:16])[cH:10][cH:11][cH:12][cH:13]2)[cH:6][cH:7]1>>[F:1][c:2]1[cH:3][cH:4][c:5](-[c:8]2[c:9](-[c:18]3[cH:19][cH:20][c:21]([S:24](=[O:25])(=[O:26])[NH2:27])[cH:22][cH:23]3)[cH:10][cH:11][cH:12][cH:13]2)[cH:6][cH:7]1. The product is COc1ccc(C(=N)NO)c(OC)c1. Reaction SMILES: [CH3:1][O:2][c:3]1[c:4]([C:5]#[N:6])[cH:7][cH:8][c:9]([O:11][CH3:12])[cH:10]1.[CH3:23][CH2:24][OH:25].[ClH:13].[ClH:22].[K+:16].[K+:17].[NH2:14][OH:15].[O-:18][C:19]([O-:20])=[O:21]>>[CH3:1][O:2][c:3]1[c:4]([C:5](=[NH:6])[NH:14][OH:15])[cH:7][cH:8][c:9]([O:11][CH3:12])[cH:10]1. Reactants: COc1ccc(C#N)c(OC)c1, CCO, Cl, Cl, [K+], [K+], NO, O=C([O-])[O-]. Starting materials: NC=1C=C(C(=O)NCCC(C)C)C=C(C1)N (3,5-diamino-N-(3-methylbutyl)-benzamide), [Li+].[Cl-] (LiCl), N1=CC=CC=C1 (pyridine), C1(CCCC1)C(=O)Cl (cyclopentanecarbonylchloride), CN1CCCC1=O (NMP). The product is CC(CCNC(C1=CC(=CC(=C1)NC(=O)C1CCCC1)NC(=O)C1CCCC1)=O)C (N-(3-methylbutyl)-3,5-bis-(cyclopentanecarbonylamino)-benzamide). As a reaction SMILES: [NH2:1][C:2]1[CH:3]=[C:4]([CH:13]=[C:14]([NH2:16])[CH:15]=1)[C:5]([NH:7][CH2:8][CH2:9][CH:10]([CH3:12])[CH3:11])=[O:6].[CH:17]1([C:22](Cl)=[O:23])[CH2:21][CH2:20][CH2:19][CH2:18]1.CN1[C:30](=[O:31])[CH2:29][CH2:28][CH2:27]1.[Li+].[Cl-].N1C=CC=[CH:36][CH:35]=1>>[CH3:12][CH:10]([CH3:11])[CH2:9][CH2:8][NH:7][C:5](=[O:6])[C:4]1[CH:3]=[C:2]([NH:1][C:22]([CH:17]2[CH2:21][CH2:20][CH2:19][CH2:18]2)=[O:23])[CH:15]=[C:14]([NH:16][C:30]([CH:29]2[CH2:36][CH2:35][CH2:27][CH2:28]2)=[O:31])[CH:13]=1 |f:3.4|. Reported procedure: from 0.50 g (2.26 mmol) of 3,5-diamino-N-(3-methylbutyl)-benzamide, 0.70 g (5.28 mmol) of cyclopentanecarbonylchloride, 30 ml of NMP, 5 ml of pyridine and 0.05 g of LiCl according to Method A. Reactants: [BH3-]C#N, CO, CC(=O)O, O=Cc1cc(Cl)cc(Cl)c1, NCCNc1nc(Cl)nc2c1ncn2C1CCCC1, [Na+]. As a reaction SMILES: [C:32]([BH3-:33])#[N:34].[CH3:20][OH:21].[CH3:36][C:37](=[O:38])[OH:39].[Cl:22][c:23]1[cH:24][c:25]([CH:26]=[O:27])[cH:28][c:29]([Cl:31])[cH:30]1.[NH2:1][CH2:2][CH2:3][NH:4][c:5]1[c:6]2[n:7][cH:8][n:9]([CH:15]3[CH2:16][CH2:17][CH2:18][CH2:19]3)[c:10]2[n:11][c:12]([Cl:14])[n:13]1.[Na+:35]>>[NH:1]([CH2:2][CH2:3][NH:4][c:5]1[c:6]2[n:7][cH:8][n:9]([CH:15]3[CH2:16][CH2:17][CH2:18][CH2:19]3)[c:10]2[n:11][c:12]([Cl:14])[n:13]1)[CH2:26][c:25]1[cH:24][c:23]([Cl:22])[cH:30][c:29]([Cl:31])[cH:28]1. The product is Clc1cc(Cl)cc(CNCCNc2nc(Cl)nc3c2ncn3C2CCCC2)c1.